From a dataset of the Open Reaction Database (ORD), a public repository of structured organic reaction records. describe an organic reaction: reactants, conditions, products, and yield Starting materials: C(C)OC(=O)C=1C(=NC2=CC(=C(C=C2C1)F)F)N(CCC(=O)OCC)C (3-ethoxycarbonyl-6,7-difluoro-2-[N-methyl-N-(β-ethoxycarbonylethyl)amino]quinoline), CC[O-].[Na+] (sodium ethylate), O (water), C(C)(=O)O (acetic acid). The solvent is C(C)O (ethanol), C(C)O (ethanol). Reaction conditions: temperature 20 celsius, time 15 minute. The product is C(C)OC1C(C=2C=C3C(=NC2N(C1=C=O)C)C=C(C(=C3)F)F)=O (3-ethoxy-carbonyl-7,8-difluoro-1-methyl-4-oxo-1,2,3,4-tetrahydrobenzo[b][1,8]naphthyridine). RXN SMILES: C(OC([C:6]1[C:7]([N:18]([CH3:26])[CH2:19][CH2:20][C:21]([O:23]CC)=O)=[N:8][C:9]2[C:14]([CH:15]=1)=[CH:13][C:12]([F:16])=[C:11]([F:17])[CH:10]=2)=O)C.[CH3:27][CH2:28][O-:29].[Na+].[C:31](O)(=[O:33])C.O>C(O)C>[CH2:28]([O:29][CH:20]1[C:19](=[C:31]=[O:33])[N:18]([CH3:26])[C:7]2[N:8]=[C:9]3[CH:10]=[C:11]([F:17])[C:12]([F:16])=[CH:13][C:14]3=[CH:15][C:6]=2[C:21]1=[O:23])[CH3:27] |f:1.2|. Procedure details: A solution of 94 g of 3-ethoxycarbonyl-6,7-difluoro-2-[N-methyl-N-(β-ethoxycarbonylethyl)amino]quinoline in 300 cm3 of absolute ethanol is added in the course of 80 minutes to a solution of 26.6 g of sodium ethylate brought to reflux in 900 cm3 of absolute ethanol. The suspension obtained, still refluxing, is stirred for a further 15 minutes. 38 cm3 of glacial acetic acid are then introduced in the course of 30 minutes. The reaction mixture is stirred for a further 15 minutes and, with the mixtu...